Task: describe an organic reaction: reactants, conditions, products, and yield. Dataset: the Open Reaction Database (ORD), a public repository of structured organic reaction records Starting materials: ClC1=CC(=C(CN2N=CC3=CC(=CC=C23)C=C2C(N=C(S2)N2CCNCCC2)=O)C=C1)C(F)(F)F (5-[1-(4-Chloro-2-trifluoromethyl-benzyl)-1H-indazol-5-ylmethylene]-2-[1,4]diazepan-1-yl-thiazol-4-one), C([O-])([O-])=O.[K+].[K+] (potassium carbonate), FC(COS(=O)(=O)C)(F)F (methanesulfonic acid 2,2,2-trifluoro-ethyl ester). Solvent: CS(=O)C (DMSO). Conditions: temperature 70 celsius, time 1 hour. Yields the product ClC1=CC(=C(CN2N=CC3=CC(=CC=C23)C=C2C(N=C(S2)N2CCN(CCC2)CC(F)(F)F)=O)C=C1)C(F)(F)F (5-[1-(4-Chloro-2-trifluoromethyl-benzyl)-1H-indazol-5-ylmethylene]-2-[4-(2,2,2-trifluoro-ethyl)-[1,4]diazepan-1-yl]-thiazol-4-one). Reaction SMILES: [Cl:1][C:2]1[CH:31]=[CH:30][C:5]([CH2:6][N:7]2[C:15]3[C:10](=[CH:11][C:12]([CH:16]=[C:17]4[S:21][C:20]([N:22]5[CH2:28][CH2:27][CH2:26][NH:25][CH2:24][CH2:23]5)=[N:19][C:18]4=[O:29])=[CH:13][CH:14]=3)[CH:9]=[N:8]2)=[C:4]([C:32]([F:35])([F:34])[F:33])[CH:3]=1.C(=O)([O-])[O-].[K+].[K+].[F:42][C:43]([F:51])([F:50])[CH2:44]OS(C)(=O)=O>CS(C)=O>[Cl:1][C:2]1[CH:31]=[CH:30][C:5]([CH2:6][N:7]2[C:15]3[C:10](=[CH:11][C:12]([CH:16]=[C:17]4[S:21][C:20]([N:22]5[CH2:28][CH2:27][CH2:26][N:25]([CH2:44][C:43]([F:51])([F:50])[F:42])[CH2:24][CH2:23]5)=[N:19][C:18]4=[O:29])=[CH:13][CH:14]=3)[CH:9]=[N:8]2)=[C:4]([C:32]([F:35])([F:34])[F:33])[CH:3]=1 |f:1.2.3|. Reported procedure: A solution of 5-[1-(4-Chloro-2-trifluoromethyl-benzyl)-1H-indazol-5-ylmethylene]-2-[1,4]diazepan-1-yl-thiazol-4-one (0.051 g, 0.098 mmol) in DMSO (2.2 mL) was treated with potassium carbonate (0.045 g, 0.32 mmol) and methanesulfonic acid 2,2,2-trifluoro-ethyl ester (0.06 g, 0.32 mmol). Reaction mixture was stirred at 70° C. for 1 hour and partitioned between dichloromethane and water. The dichloromethane layer was dried over Na2SO4, filtered, and the solvent evaporated in vacuo to yield a crude ... Starting materials: Cl (HCl), O[C@@H]1[C@H]([C@@H](CC1)C(=O)[O-])C1=CC=C(C=C1)F.C[C@H](C1=CC=CC=C1)[NH3+] ((R)-α-Methylbenzylammonium 3-(S)-(hydroxy)-2-(R)-(4-fluorophenyl)cyclopentane-1-(R)-carboxylate), CCO (EtOH). Solvent: O (water). The product is O[C@@H]1[C@H]([C@@H](CC1)C(=O)O)C1=CC=C(C=C1)F (3-(S)-(Hydroxy)-2-(R)-(4-fluorophenyl)cyclopentane-1-(R)-carboxylic acid). RXN SMILES: [OH:1][C@H:2]1[CH2:6][CH2:5][C@@H:4]([C:7]([O-:9])=[O:8])[C@@H:3]1[C:10]1[CH:15]=[CH:14][C:13]([F:16])=[CH:12][CH:11]=1.C[C@@H]([NH3+])C1C=CC=CC=1.Cl.CCO>O>[OH:1][C@H:2]1[CH2:6][CH2:5][C@@H:4]([C:7]([OH:9])=[O:8])[C@@H:3]1[C:10]1[CH:15]=[CH:14][C:13]([F:16])=[CH:12][CH:11]=1 |f:0.1|. Reported procedure: The salt from Step A was dissolved in water and acidified with 2N HCl and was extracted with 3 portions of EtOAc. The organic layers were washed with a portion of brine, combined, dried over sodium sulfate and evaporated to give a white solid. [α]D (EtOH)=-19.9 (c=0.675).